Dataset: the Open Reaction Database (ORD), a public repository of structured organic reaction records. Task: describe an organic reaction: reactants, conditions, products, and yield Starting materials: C(=O)C=1NC(=CC1C(=O)O)C (2-Formyl-5-methyl-1H-pyrrole-3-carboxylic acid), CN([C@@H]1CNCC1)C ((3S)-(−)-3-dimethylamino-pyrrolidine). Yields the product CN([C@@H]1CN(CC1)C(=O)C1=C(NC(=C1)C)C=O)C (3-[(3S)-3-dimethylamino-pyrrolidin-1-ylcarbonyl]-5-methyl-1H-pyrrole-2-carbaldehyde). The yield is 51.5%. Reaction SMILES: [CH:1]([C:3]1[NH:4][C:5]([CH3:11])=[CH:6][C:7]=1[C:8]([OH:10])=O)=[O:2].[CH3:12][N:13]([CH3:19])[C@H:14]1[CH2:18][CH2:17][NH:16][CH2:15]1>>[CH3:12][N:13]([CH3:19])[C@H:14]1[CH2:18][CH2:17][N:16]([C:8]([C:7]2[CH:6]=[C:5]([CH3:11])[NH:4][C:3]=2[CH:1]=[O:2])=[O:10])[CH2:15]1. Procedure details: 2-Formyl-5-methyl-1H-pyrrole-3-carboxylic acid (548 mg, 3.58 mmol) reacted with (3S)-(−)-3-dimethylamino-pyrrolidine (490 mg, 4.29 mmol) to give 460 mg (52%) of 3-[(3S)-3-dimethylamino-pyrrolidin-1-ylcarbonyl]-5-methyl-1H-pyrrole-2-carbaldehyde.